This data is from the Open Reaction Database (ORD), a public repository of structured organic reaction records. The task is: describe an organic reaction: reactants, conditions, products, and yield Starting materials: NC=1C=C2CC(OC(C2=CC1OC)C1=CC=C(C=C1)[N+](=O)[O-])C (6-Amino-3-methyl-1-(4-nitrophenyl)-7-methoxyisochroman), N(=O)[O-].[Na+] (NaNO2), O[PH2]=O (H3PO2). Solvent: OS(=O)(=O)O (H2SO4). Yields the product CC1OC(C2=CC(=CC=C2C1)OC)C1=CC=C(C=C1)[N+](=O)[O-] (3-Methyl-1-(4-nitrophenyl)-7-methoxyisochroman). Isolated yield 85.6%. RXN SMILES: N[C:2]1[CH:3]=[C:4]2[C:9](=[CH:10][C:11]=1[O:12][CH3:13])[CH:8]([C:14]1[CH:19]=[CH:18][C:17]([N+:20]([O-:22])=[O:21])=[CH:16][CH:15]=1)[O:7][CH:6]([CH3:23])[CH2:5]2.N([O-])=O.[Na+].O[PH2]=O>OS(O)(=O)=O>[CH3:23][CH:6]1[CH2:5][C:4]2[C:9](=[CH:10][C:11]([O:12][CH3:13])=[CH:2][CH:3]=2)[CH:8]([C:14]2[CH:19]=[CH:18][C:17]([N+:20]([O-:22])=[O:21])=[CH:16][CH:15]=2)[O:7]1 |f:1.2|. Procedure: Solution of 15 (100 mg, 0.32 mmol) in 5 ml of 4N H2SO4 was treated with NaNO2 (29.6 mg, 1.16 eq) at 0° C. for 15 min, followed by adding H3PO2 (50%, 0.25 ml) at such temperature. After refluxing for 5 hours, the solution was extracted with ethyl acetate three times. The combined organic phases were dried over Na2SO4. Removal of the solvent afforded the crude product. Purification of the crude product by using silica gel column gave the desired product 16 (82 mg, 86%). The reactants are ClC1=C(C=C(C(=O)O)C=C1)O (4-Chloro-3-hydroxy-benzoic acid), C(C)(C)O (isopropanol). Reaction conditions: temperature 85 celsius. Yields the product C(C)(C)OC(C1=CC(=C(C=C1)Cl)O)=O (4-chloro-3-hydroxy-benzoic acid isopropyl ester). Yield: 75.0%. As a reaction SMILES: [Cl:1][C:2]1[CH:10]=[CH:9][C:5]([C:6]([OH:8])=[O:7])=[CH:4][C:3]=1[OH:11].[CH:12](O)([CH3:14])[CH3:13]>>[CH:12]([O:7][C:6](=[O:8])[C:5]1[CH:9]=[CH:10][C:2]([Cl:1])=[C:3]([OH:11])[CH:4]=1)([CH3:14])[CH3:13]. Procedure details: 4-Chloro-3-hydroxy-benzoic acid (100 mg, 0.58 mmol) and 1 mL of isopropanol were mixed and then heated to 85° C. for overnight. The mixture was then concentrated in vacuum and the resulting residue was purified by flash chromatography (8–20% EtOAc/Hex) to give the desired ester (94 mg, 75%). MS (DCI) m/z 215 (M+H)+, 232 (M+NH4)+.